From a dataset of the Open Reaction Database (ORD), a public repository of structured organic reaction records. describe an organic reaction: reactants, conditions, products, and yield The reactants are BrC1=C(C(=O)NCC2=CC(=NC(=C2)N)N)C=CC=C1 (2-bromo-N-(2,6-diamino-pyridin-4-ylmethyl)-benzamide), C1(=C(C(=CC(=C1)C)C)S(=O)(=O)NO)C (o-mesitylene-sulfonylhydroxylamine), CC1=CC=C(O1)C=O (5-methyl-2-furaldehyde). Yields the product NC1=CC(=CC=2N1N=C(N2)C=2OC(=CC2)C)CNC(C2=C(C=CC=C2)Br)=O (N-[5-Amino-2-(5-methyl-furan-2-yl)-[1,2,4]triazolo[1,5-a]pyridin-7-ylmethyl]-2-bromo-benzamide). Yield: 21.0%. Reaction SMILES: [Br:1][C:2]1[CH:19]=[CH:18][CH:17]=[CH:16][C:3]=1[C:4]([NH:6][CH2:7][C:8]1[CH:13]=[C:12]([NH2:14])[N:11]=[C:10]([NH2:15])[CH:9]=1)=[O:5].C1(C)C=C(C)C=C(C)C=1S([NH:31]O)(=O)=O.[CH3:34][C:35]1[O:39][C:38]([CH:40]=O)=[CH:37][CH:36]=1>>[NH2:15][C:10]1[N:11]2[N:31]=[C:40]([C:38]3[O:39][C:35]([CH3:34])=[CH:36][CH:37]=3)[N:14]=[C:12]2[CH:13]=[C:8]([CH2:7][NH:6][C:4](=[O:5])[C:3]2[CH:16]=[CH:17][CH:18]=[CH:19][C:2]=2[Br:1])[CH:9]=1. Procedure: The title compound was prepared in accordance with the general method of example 365 from 2-bromo-N-(2,6-diamino-pyridin-4-ylmethyl)-benzamide, o-mesitylene-sulfonylhydroxylamine, and 5-methyl-2-furaldehyde. The purification was performed with column chromatography on silica eluting with dichloromethane/ethylacetate 1:2.